This data is from the Open Reaction Database (ORD), a public repository of structured organic reaction records. The task is: describe an organic reaction: reactants, conditions, products, and yield Starting materials: CCOC(=O)CBr, CCC(=O)CC(=O)CC, [Cl-], [H-], [NH4+], [Na+], C1CCOC1. The product is CCOC(=O)CC(C(=O)CC)C(=O)CC. As a reaction SMILES: [CH2:12]([CH3:13])[O:14][C:15]([CH2:16][Br:17])=[O:18].[CH3:3][CH2:4][C:5]([CH2:6][C:7]([CH2:8][CH3:9])=[O:10])=[O:11].[Cl-:19].[H-:1].[NH4+:20].[Na+:2].[O:21]1[CH2:22][CH2:23][CH2:24][CH2:25]1>>[CH3:3][CH2:4][C:5]([CH:6]([C:7]([CH2:8][CH3:9])=[O:10])[CH2:16][C:15]([O:14][CH2:12][CH3:13])=[O:18])=[O:11]. Reactants: Cl (hydrochloric acid), OC1=C(C=O)C=CC=C1OC (2-hydroxy-3-methoxybenzaldehyde), BrC(C(=O)OCC)C (ethyl 2-bromopropionate), C([O-])([O-])=O.[K+].[K+] (potassium carbonate). Run in CS(=O)C (dimethylsulfoxide), O (water). Reaction conditions: temperature 70 celsius, time 5 hour. Yields the product C(=O)C1=C(OC(C(=O)OCC)C)C(=CC=C1)OC (ethyl 2-(2-formyl-6-methoxyphenoxy)-propionate). Yield: 104.2%. RXN SMILES: [OH:1][C:2]1[C:9]([O:10][CH3:11])=[CH:8][CH:7]=[CH:6][C:3]=1[CH:4]=[O:5].Br[CH:13]([CH3:19])[C:14]([O:16][CH2:17][CH3:18])=[O:15].C(=O)([O-])[O-].[K+].[K+].Cl>CS(C)=O.O>[CH:4]([C:3]1[CH:6]=[CH:7][CH:8]=[C:9]([O:10][CH3:11])[C:2]=1[O:1][CH:13]([CH3:19])[C:14]([O:16][CH2:17][CH3:18])=[O:15])=[O:5] |f:2.3.4|. Reported procedure: A mixture of 2-hydroxy-3-methoxybenzaldehyde (3.04 g), ethyl 2-bromopropionate (5.85 g), and potassium carbonate (4.14 g) in dimethylsulfoxide (20 ml) was stirred at 70° C. for 5 hours. The mixture was diluted with water, neutralized with 1N hydrochloric acid, and was extracted with ethyl acetate. The organic layer was separated, washed with brine, dried over magnesium sulfate, and concentrated. The crude product (0.93 g) was purified on a silica gel column (60 g) eluting with a mixed solvent of... Reactants: COC(C1=C(C=CC=C1)NC1=CC=C(C=C1)CCC1=CC(=C(C(=C1)OC)OC)OC)=O (2-{4-[2-(3,4,5-trimethoxyphenyl)ethyl]phenylamino}-benzoic acid methyl ester). The solvent is C1CCOC1.CCO (THF EtOH), [OH-].[Na+] (NaOH). Product: COC=1C=C(C=C(C1OC)OC)CCC1=CC=C(C=C1)NC1=C(C(=O)O)C=CC=C1 (2-{4-[2-(3,4,5-Trimethoxy-phenyl)ethyl]phenylamino}-benzoic acid). RXN SMILES: C[O:2][C:3](=[O:31])[C:4]1[CH:9]=[CH:8][CH:7]=[CH:6][C:5]=1[NH:10][C:11]1[CH:16]=[CH:15][C:14]([CH2:17][CH2:18][C:19]2[CH:24]=[C:23]([O:25][CH3:26])[C:22]([O:27][CH3:28])=[C:21]([O:29][CH3:30])[CH:20]=2)=[CH:13][CH:12]=1>C1COCC1.CCO.[OH-].[Na+]>[CH3:26][O:25][C:23]1[CH:24]=[C:19]([CH2:18][CH2:17][C:14]2[CH:15]=[CH:16][C:11]([NH:10][C:5]3[CH:6]=[CH:7][CH:8]=[CH:9][C:4]=3[C:3]([OH:31])=[O:2])=[CH:12][CH:13]=2)[CH:20]=[C:21]([O:29][CH3:30])[C:22]=1[O:27][CH3:28] |f:1.2,3.4|. Reported procedure: To a solution of 2-{4-[2-(3,4,5-trimethoxyphenyl)ethyl]phenylamino}-benzoic acid methyl ester (0.62 g, 1.47 mmol) in THF-EtOH (2:1, 6 mL), 1N NaOH solution (4 mL) was added, and the reaction mixture was heated to reflux for 5 hours. The reaction mixture was then concentrated in vacuo to remove the organic solvent. The residue was acidified with concentrated HCl (pH 3). This precipitate was collected by filtration, triturated with boiling MeOH—H2O (4:1) and dried in vacuum at room temperature for... Starting materials: ClCCCBr, [K+], [K+], O=C([O-])[O-], CN(C)C=O, O, O=c1[nH]cc(-c2ccccc2)c(=O)[nH]1. Product: O=c1[nH]c(=O)n(CCCCl)cc1-c1ccccc1. Reaction SMILES: [Br:21][CH2:22][CH2:23][CH2:24][Cl:25].[K+:15].[K+:16].[O-:17][C:18]([O-:19])=[O:20].[O:27]=[CH:28][N:29]([CH3:30])[CH3:31].[OH2:26].[c:1]1(-[c:7]2[c:8](=[O:14])[nH:9][c:10](=[O:13])[nH:11][cH:12]2)[cH:2][cH:3][cH:4][cH:5][cH:6]1>>[c:1]1(-[c:7]2[c:8](=[O:14])[nH:9][c:10](=[O:13])[n:11]([CH2:22][CH2:23][CH2:24][Cl:25])[cH:12]2)[cH:2][cH:3][cH:4][cH:5][cH:6]1. Starting materials: CCOC(=O)c1[nH]c(C)c(Br)c1C, OB(O)c1ccccc1C(F)(F)F, [Na+], [Na+], O=C([O-])[O-], CN(C)C=O, O, c1ccc(P(c2ccccc2)(c2ccccc2)[Pd](P(c2ccccc2)(c2ccccc2)c2ccccc2)(P(c2ccccc2)(c2ccccc2)c2ccccc2)P(c2ccccc2)(c2ccccc2)c2ccccc2)cc1. The product is CCOC(=O)c1[nH]c(C)c(-c2ccccc2C(F)(F)F)c1C. Reaction SMILES: [Br:1][c:2]1[c:3]([CH3:13])[c:4]([C:8](=[O:9])[O:10][CH2:11][CH3:12])[nH:5][c:6]1[CH3:7].[F:14][C:15]([c:16]1[c:17]([B:22]([OH:23])[OH:24])[cH:18][cH:19][cH:20][cH:21]1)([F:25])[F:26].[Na+:27].[Na+:28].[O-:29][C:30](=[O:31])[O-:32].[O:33]=[CH:34][N:35]([CH3:36])[CH3:37].[OH2:38].[cH:39]1[cH:40][cH:41][c:42]([P:43]([Pd:44]([P:45]([c:46]2[cH:47][cH:48][cH:49][cH:50][cH:51]2)([c:52]2[cH:53][cH:54][cH:55][cH:56][cH:57]2)[c:58]2[cH:59][cH:60][cH:61][cH:62][cH:63]2)([P:64]([c:65]2[cH:66][cH:67][cH:68][cH:69][cH:70]2)([c:71]2[cH:72][cH:73][cH:74][cH:75][cH:76]2)[c:77]2[cH:78][cH:79][cH:80][cH:81][cH:82]2)[P:83]([c:84]2[cH:85][cH:86][cH:87][cH:88][cH:89]2)([c:90]2[cH:91][cH:92][cH:93][cH:94][cH:95]2)[c:96]2[cH:97][cH:98][cH:99][cH:100][cH:101]2)([c:102]2[cH:103][cH:104][cH:105][cH:106][cH:107]2)[c:108]2[cH:109][cH:110][cH:111][cH:112][cH:113]2)[cH:114][cH:115]1>>[c:2]1(-[c:17]2[c:16]([C:15]([F:14])([F:25])[F:26])[cH:21][cH:20][cH:19][cH:18]2)[c:3]([CH3:13])[c:4]([C:8](=[O:9])[O:10][CH2:11][CH3:12])[nH:5][c:6]1[CH3:7]. Starting materials: C1CCOC1, N#Cc1cccc(CO)c1, O=Cc1ccc(O)cc1, c1ccc(P(c2ccccc2)c2ccccc2)cc1. The product is N#Cc1cccc(COc2ccc(C=O)cc2)c1. Reaction SMILES: [CH2:39]1[O:40][CH2:41][CH2:42][CH2:43]1.[OH:1][CH2:2][c:3]1[cH:4][c:5]([C:6]#[N:7])[cH:8][cH:9][cH:10]1.[OH:30][c:31]1[cH:32][cH:33][c:34]([CH:35]=[O:36])[cH:37][cH:38]1.[c:11]1([P:12]([c:13]2[cH:14][cH:15][cH:16][cH:17][cH:18]2)[c:19]2[cH:20][cH:21][cH:22][cH:23][cH:24]2)[cH:25][cH:26][cH:27][cH:28][cH:29]1>>[O:1]([CH2:2][c:3]1[cH:4][c:5]([C:6]#[N:7])[cH:8][cH:9][cH:10]1)[c:31]1[cH:32][cH:33][c:34]([CH:35]=[O:36])[cH:37][cH:38]1.